This data is from the Open Reaction Database (ORD), a public repository of structured organic reaction records. The task is: describe an organic reaction: reactants, conditions, products, and yield Reactants: BrC1=C(CN(C(OC(C)(C)C)=O)CC(=O)C2=CC(=C(C(=C2)C(C)(C)C)O)C(C)(C)C)C=C(C(=C1)C(=O)NC)OCC (tert-butyl N-{2-bromo-5-ethoxy-4-[(methylamino)carbonyl]benzyl}-N-{2-[3,5-di(tert-butyl)-4-hydroxyphenyl]-2-oxoethyl}carbamate), [C-]#N.[Na+] (sodium cyanide), C(C)(=O)OCC (Ethyl acetate), O (water). The reagents and catalysts are [Cu](I)I (copper iodide), C=1C=CC(=CC1)[P](C=2C=CC=CC2)(C=3C=CC=CC3)[Pd]([P](C=4C=CC=CC4)(C=5C=CC=CC5)C=6C=CC=CC6)([P](C=7C=CC=CC7)(C=8C=CC=CC8)C=9C=CC=CC9)[P](C=1C=CC=CC1)(C=1C=CC=CC1)C=1C=CC=CC1 (tetrakis(triphenylphosphine)palladium), [Cu](I)I (copper iodide), C=1C=CC(=CC1)[P](C=2C=CC=CC2)(C=3C=CC=CC3)[Pd]([P](C=4C=CC=CC4)(C=5C=CC=CC5)C=6C=CC=CC6)([P](C=7C=CC=CC7)(C=8C=CC=CC8)C=9C=CC=CC9)[P](C=1C=CC=CC1)(C=1C=CC=CC1)C=1C=CC=CC1 (tetrakis(triphenylphosphine)palladium). Solvent: C(CC)#N (propionitrile). Run at time 4 hour. Product: C(#N)C1=C(CN(C(OC(C)(C)C)=O)CC(=O)C2=CC(=C(C(=C2)C(C)(C)C)O)C(C)(C)C)C=C(C(=C1)C(=O)NC)OCC (tert-Butyl N-{2-cyano-5-ethoxy-4-[(methylamino)carbonyl]benzyl}-N-{2-[3,5-di(tert-butyl)-4-hydroxyphenyl]-2-oxoethyl}carbamate). Isolated yield 31.8%. As a reaction SMILES: Br[C:2]1[CH:34]=[C:33]([C:35]([NH:37][CH3:38])=[O:36])[C:32]([O:39][CH2:40][CH3:41])=[CH:31][C:3]=1[CH2:4][N:5]([CH2:13][C:14]([C:16]1[CH:21]=[C:20]([C:22]([CH3:25])([CH3:24])[CH3:23])[C:19]([OH:26])=[C:18]([C:27]([CH3:30])([CH3:29])[CH3:28])[CH:17]=1)=[O:15])[C:6](=[O:12])[O:7][C:8]([CH3:11])([CH3:10])[CH3:9].[C-:42]#[N:43].[Na+].C(OCC)(=O)C.O>C(#N)CC.[Cu](I)I.C1C=CC([P]([Pd]([P](C2C=CC=CC=2)(C2C=CC=CC=2)C2C=CC=CC=2)([P](C2C=CC=CC=2)(C2C=CC=CC=2)C2C=CC=CC=2)[P](C2C=CC=CC=2)(C2C=CC=CC=2)C2C=CC=CC=2)(C2C=CC=CC=2)C2C=CC=CC=2)=CC=1>[C:42]([C:2]1[CH:34]=[C:33]([C:35]([NH:37][CH3:38])=[O:36])[C:32]([O:39][CH2:40][CH3:41])=[CH:31][C:3]=1[CH2:4][N:5]([CH2:13][C:14]([C:16]1[CH:21]=[C:20]([C:22]([CH3:25])([CH3:24])[CH3:23])[C:19]([OH:26])=[C:18]([C:27]([CH3:30])([CH3:29])[CH3:28])[CH:17]=1)=[O:15])[C:6](=[O:12])[O:7][C:8]([CH3:11])([CH3:10])[CH3:9])#[N:43] |f:1.2,^1:62,64,83,102|. Procedure details: After dissolving the tert-butyl N-{2-bromo-5-ethoxy-4-[(methylamino)carbonyl]benzyl}-N-{2-[3,5-di(tert-butyl)-4-hydroxyphenyl]-2-oxoethyl}carbamate (2.71 g) in propionitrile (11 ml), sodium cyanide (420 mg), copper iodide (163 mg) and tetrakis(triphenylphosphine)palladium (495 mg) were added under a nitrogen atmosphere and the mixture was heated to reflux for one hour. Additional copper iodide (170 mg) and tetrakis(triphenylphosphine)palladium (500 mg) were added and heating to reflux was contin... Starting materials: CC(=O)O[BH-](OC(C)=O)OC(C)=O, COc1ccc(-c2nnc(C(=O)N3CC(Oc4ccc(C=O)cc4)C3)o2)cc1, CC1(CO)CCNCC1, CC1(CO)CCNCC1, CO, CCN(C(C)C)C(C)C, ClCCl, Cl, [Na+]. The product is COc1ccc(-c2nnc(C(=O)N3CC(Oc4ccc(CN5CCC(C)(CO)CC5)cc4)C3)o2)cc1. RXN SMILES: [C:48]([O:49][BH-:50]([O:51][C:52](=[O:53])[CH3:54])[O:55][C:56](=[O:57])[CH3:58])(=[O:59])[CH3:60].[CH3:1][O:2][c:3]1[cH:4][cH:5][c:6](-[c:9]2[n:10][n:11][c:12]([C:14](=[O:15])[N:16]3[CH2:17][CH:18]([O:20][c:21]4[cH:22][cH:23][c:24]([CH:25]=[O:26])[cH:27][cH:28]4)[CH2:19]3)[o:13]2)[cH:7][cH:8]1.[CH3:30][C:31]1([CH2:37][OH:38])[CH2:32][CH2:33][NH:34][CH2:35][CH2:36]1.[CH3:62][C:63]1([CH2:64][OH:65])[CH2:66][CH2:67][NH:68][CH2:69][CH2:70]1.[CH3:74][OH:75].[CH:39]([N:40]([CH2:41][CH3:42])[CH:43]([CH3:44])[CH3:45])([CH3:46])[CH3:47].[Cl:71][CH2:72][Cl:73].[ClH:29].[Na+:61]>>[CH3:1][O:2][c:3]1[cH:4][cH:5][c:6](-[c:9]2[n:10][n:11][c:12]([C:14](=[O:15])[N:16]3[CH2:17][CH:18]([O:20][c:21]4[cH:22][cH:23][c:24]([CH2:25][N:34]5[CH2:33][CH2:32][C:31]([CH3:30])([CH2:37][OH:38])[CH2:36][CH2:35]5)[cH:27][cH:28]4)[CH2:19]3)[o:13]2)[cH:7][cH:8]1. The reactants are solution, Cl (HCl), C(C)(C)N(C(=O)C=1C(=NC(=NC1)N1C(NC(C1)(C)C)=O)N)C1=CC(=CC=C1)C(F)(F)F (4-amino-2-(4,4-dimethyl-2-oxo-1-imidazolidinyl)pyrimidine-5-carboxylic acid N-isopropyl-N-(3-trifluoromethylphenyl)amide). Solvent: CCOCC (ether), CC(=O)C (acetone). Reaction conditions: time 2 hour. Product: Cl.C(C)(C)N(C(=O)C=1C(=NC(=NC1)N1C(NC(C1)(C)C)=O)N)C1=CC(=CC=C1)C(F)(F)F (4-amino-2-(4,4-dimethyl-2-oxo-1-imidazolidinyl)pyrimidine-5-carboxylic acid N-isopropyl-N-(3-trifluoromethylphenyl)amide hydrochloride). Isolated yield 96.5%. As a reaction SMILES: [ClH:1].[CH:2]([N:5]([C:23]1[CH:28]=[CH:27][CH:26]=[C:25]([C:29]([F:32])([F:31])[F:30])[CH:24]=1)[C:6]([C:8]1[C:9]([NH2:22])=[N:10][C:11]([N:14]2[CH2:18][C:17]([CH3:20])([CH3:19])[NH:16][C:15]2=[O:21])=[N:12][CH:13]=1)=[O:7])([CH3:4])[CH3:3]>CCOCC.CC(C)=O>[ClH:1].[CH:2]([N:5]([C:23]1[CH:28]=[CH:27][CH:26]=[C:25]([C:29]([F:30])([F:31])[F:32])[CH:24]=1)[C:6]([C:8]1[C:9]([NH2:22])=[N:10][C:11]([N:14]2[CH2:18][C:17]([CH3:20])([CH3:19])[NH:16][C:15]2=[O:21])=[N:12][CH:13]=1)=[O:7])([CH3:4])[CH3:3] |f:4.5|. Procedure: 2.5 ml of a 6.6 molar solution of HCl in ether were added dropwise to a solution of 6.55 g (15 mmol) of 4-amino-2-(4,4-dimethyl-2-oxo-1-imidazolidinyl)pyrimidine-5-carboxylic acid N-isopropyl-N-(3-trifluoromethylphenyl)amide prepared as in Example 3 in 35 ml of acetone at room temperature, and the resulting suspension was stirred at room temperature for 2 hours. The crystals were then filtered off with suction, washed with acetone and dried in vacuo at 100° for 10 hours. 6.84 g (=96.5% yield) of... The reactants are N1=CC(=CC=C1)CCCO (3-(3-pyridinyl)propanol), [OH-].[Na+] (NaOH), ClCl (chlorine), [OH-].[Na+] (NaOH), O (water), cupric hydroxide, ClCl (chlorine). Run at time 5 minute. Product: C(C1=CN=CC=C1)(=O)O (nicotinic acid). Reaction SMILES: [OH-:1].[Na+].[N:3]1[CH:8]=[CH:7][CH:6]=[C:5]([CH2:9]CCO)[CH:4]=1.ClCl.[OH2:15]>>[C:9]([OH:15])(=[O:1])[C:5]1[CH:6]=[CH:7][CH:8]=[N:3][CH:4]=1 |f:0.1|. Procedure: To a reactor is added 25 ml of 50% aqueous NaOH, sufficient water to bring the volume to 50 ml, and 6.9 g (0.05 mol) of 3-(3-pyridinyl)propanol. The solution is brought to 55° C. and 20 g of cupric hydroxide is added. A pH controller is set to maintain the pH above 10 by the incremental addition of 50% aqueous NaOH. After 5 minutes, chlorine is introduced at approximately 1 g/hr. After 48 hours and about 32 g of chlorine have been added, the reaction mixture is assayed for the appearance of prod... Reactants: FC(OC1=CC=C(C=C1)N1N=C(N=C1)C1=CC=C(CCNC(OC(C)(C)C)=O)C=C1)(F)F (tert-butyl 4-(1-(4-(trifluoromethoxy)phenyl)-1H-1,2,4-triazol-3-yl)phenethylcarbamate), ICC (iodoethane). Yields the product C(C)N(C(OC(C)(C)C)=O)CCC1=CC=C(C=C1)C1=NN(C=N1)C1=CC=C(C=C1)OC(F)(F)F (tert-butyl ethyl(4-(1-(4-(trifluoromethoxy)phenyl)-1H-1,2,4-triazol-3-yl)phenethyl)carbamate), oil. The yield is 100.0%. Reaction SMILES: [F:1][C:2]([F:32])([F:31])[O:3][C:4]1[CH:9]=[CH:8][C:7]([N:10]2[CH:14]=[N:13][C:12]([C:15]3[CH:30]=[CH:29][C:18]([CH2:19][CH2:20][NH:21][C:22](=[O:28])[O:23][C:24]([CH3:27])([CH3:26])[CH3:25])=[CH:17][CH:16]=3)=[N:11]2)=[CH:6][CH:5]=1.I[CH2:34][CH3:35]>>[CH2:34]([N:21]([CH2:20][CH2:19][C:18]1[CH:29]=[CH:30][C:15]([C:12]2[N:13]=[CH:14][N:10]([C:7]3[CH:6]=[CH:5][C:4]([O:3][C:2]([F:1])([F:31])[F:32])=[CH:9][CH:8]=3)[N:11]=2)=[CH:16][CH:17]=1)[C:22](=[O:28])[O:23][C:24]([CH3:25])([CH3:26])[CH3:27])[CH3:35]. Procedure details: The title compound was prepared as described in Example 102 using tert-butyl 4-(1-(4-(trifluoromethoxy)phenyl)-1H-1,2,4-triazol-3-yl)phenethylcarbamate (C50) and iodoethane and isolated as a yellow oil (0.175 g, 100%): 1H NMR (400 MHz, CDCl3) δ 8.56 (s, 1H), 8.16-8.06 (m, 2H), 7.89-7.73 (m, 2H), 7.45-7.36 (m, 2H), 7.31 (s, 2H), 3.42 (s, 2H), 3.23 (t, J=35.4 Hz, 2H), 2.96-2.84 (m, 2H), 1.47 (s, 9H), 1.08 (s, 3H); 19F NMR (376 MHz, CDCl3) δ −58.03; ESIMS m/z 477 ([M+H]+).